This data is from the Open Reaction Database (ORD), a public repository of structured organic reaction records. The task is: describe an organic reaction: reactants, conditions, products, and yield Reactants: S(=O)(Cl)Cl (Thionyl chloride), FC(C(=O)C1=CC=CC=C1)(F)F (2,2,2-trifluoro-1-phenylethanone), COC(=O)C1=CC(=NC=C1)N (2-aminopyridine-4-carboxylic acid methyl ester), [OH-].[Na+] (sodium hydroxide). The solvent is N1=CC=CC=C1 (pyridine). Conditions: time 1 hour. Yields the product FC(\C(\C1=CC=CC=C1)=N/C=1C=C(C(=O)OC)C=CN1)(F)F ((Z)-methyl 2-((2,2,2-trifluoro-1-phenylethylidene)amino)isonicotinate). Isolated yield 27.7%. RXN SMILES: S(Cl)(Cl)=O.[F:5][C:6]([F:16])([F:15])[C:7]([C:9]1[CH:14]=[CH:13][CH:12]=[CH:11][CH:10]=1)=O.[CH3:17][O:18][C:19]([C:21]1[CH:26]=[CH:25][N:24]=[C:23]([NH2:27])[CH:22]=1)=[O:20].[OH-].[Na+]>N1C=CC=CC=1>[F:5][C:6]([F:16])([F:15])/[C:7](=[N:27]\[C:23]1[CH:22]=[C:21]([CH:26]=[CH:25][N:24]=1)[C:19]([O:18][CH3:17])=[O:20])/[C:9]1[CH:14]=[CH:13][CH:12]=[CH:11][CH:10]=1 |f:3.4|. Procedure: Thionyl chloride (2.2 ml) was added at 0° C. to a pyridine (4.8 ml) solution of 2,2,2-trifluoro-1-phenylethanone (5.1 g) and 2-aminopyridine-4-carboxylic acid methyl ester (4.5 g). The temperature of the reaction solution was increased to room temperature, and the reaction solution was then stirred for 1 hour. Thereafter, the reaction solution was poured into a 1 N sodium hydroxide aqueous solution, and the mixed solution was then extracted with ethyl acetate. Organic layers were gathered, and t... The reactants are ClC=1N=NC=C2C1N(C(=C2C)C)C[C@@H]2[C@H](C2)C (7-chloro-2,3-dimethyl-1-[(1S,2S)-2-methylcyclopropylmethyl]pyrrolo[2,3-d]pyridazine), FC1=CC=C(CO)C=C1 (p-fluorobenzyl alcohol), [H-].[Na+] (sodium hydride), O (water). The solvent is O1CCCC1 (tetrahydrofuran), O1CCCC1 (tetrahydrofuran), O1CCCC1 (tetrahydrofuran). Reaction conditions: time 30 minute. Product: FC1=CC=C(COC=2N=NC=C3C2N(C(=C3C)C)C[C@@H]3[C@H](C3)C)C=C1 (7-(4-Fluorobenzyloxy)-2,3-dimethyl-1-[(1S,2S)-2-methylcyclopropylmethyl]pyrrolo[2,3-d]pyridazine). The yield is 66.3%. As a reaction SMILES: [F:1][C:2]1[CH:9]=[CH:8][C:5]([CH2:6][OH:7])=[CH:4][CH:3]=1.[H-].[Na+].Cl[C:13]1[N:14]=[N:15][CH:16]=[C:17]2[C:21]([CH3:22])=[C:20]([CH3:23])[N:19]([CH2:24][C@H:25]3[CH2:27][C@@H:26]3[CH3:28])[C:18]=12.O>O1CCCC1>[F:1][C:2]1[CH:9]=[CH:8][C:5]([CH2:6][O:7][C:13]2[N:14]=[N:15][CH:16]=[C:17]3[C:21]([CH3:22])=[C:20]([CH3:23])[N:19]([CH2:24][C@H:25]4[CH2:27][C@@H:26]4[CH3:28])[C:18]=23)=[CH:4][CH:3]=1 |f:1.2|. Procedure: A solution of p-fluorobenzyl alcohol (1.45 g, 11.5 mmol) in tetrahydrofuran (2 ml) was added dropwise to a solution of sodium hydride (0.26 g, 10.8 mmol) in tetrahydrofuran (6 ml) and the mixture was stirred at room temperature for 30 minutes. A solution of 7-chloro-2,3-dimethyl-1-[(1S,2S)-2-methylcyclopropylmethyl]pyrrolo[2,3-d]pyridazine (2.50 g, 10.0 mmol) in tetrahydrofuran (13 ml) was added dropwise to the reaction mixture and the mixture was heated under reflux for 3 hours. After this time... Starting materials: ClCCl, Cn1c(C(F)(F)F)cc(=O)n(-c2cc(S(=O)(=O)N=C=O)c(Cl)cc2F)c1=O, ClCCCl, OCc1ccccc1. Yields the product Cn1c(C(F)(F)F)cc(=O)n(-c2cc(S(=O)(=O)NC(=O)OCc3ccccc3)c(Cl)cc2F)c1=O. As a reaction SMILES: [CH2:40]([Cl:41])[Cl:42].[Cl:1][c:2]1[c:3]([S:22](=[O:23])(=[O:24])[N:25]=[C:26]=[O:27])[cH:4][c:5](-[n:9]2[c:10](=[O:21])[n:11]([CH3:20])[c:12]([C:16]([F:17])([F:18])[F:19])[cH:13][c:14]2=[O:15])[c:6]([F:8])[cH:7]1.[Cl:36][CH2:37][CH2:38][Cl:39].[OH:28][CH2:29][c:30]1[cH:31][cH:32][cH:33][cH:34][cH:35]1>>[Cl:1][c:2]1[c:3]([S:22](=[O:23])(=[O:24])[NH:25][C:26](=[O:27])[O:28][CH2:29][c:30]2[cH:31][cH:32][cH:33][cH:34][cH:35]2)[cH:4][c:5](-[n:9]2[c:10](=[O:21])[n:11]([CH3:20])[c:12]([C:16]([F:17])([F:18])[F:19])[cH:13][c:14]2=[O:15])[c:6]([F:8])[cH:7]1. The reactants are CCCCc1nc2c(OCc3ccccc3)ccc(C)c2n1Cc1ccc(-c2ccccc2C(=O)O)cc1, CN(C)C=O, CO, [H][H], [OH-], [OH-], [Pd+2]. The product is CCCCc1nc2c(O)ccc(C)c2n1Cc1ccc(-c2ccccc2C(=O)O)cc1. As a reaction SMILES: [CH2:1]([c:2]1[cH:3][cH:4][cH:5][cH:6][cH:7]1)[O:8][c:9]1[cH:10][cH:11][c:12]([CH3:38])[c:13]2[n:14]([CH2:22][c:23]3[cH:24][cH:25][c:26](-[c:29]4[c:30]([C:35](=[O:36])[OH:37])[cH:31][cH:32][cH:33][cH:34]4)[cH:27][cH:28]3)[c:15]([CH2:18][CH2:19][CH2:20][CH3:21])[n:16][c:17]12.[CH3:41][N:42]([CH3:43])[CH:44]=[O:45].[CH3:46][OH:47].[H:39][H:40].[OH-:48].[OH-:50].[Pd+2:49]>>[OH:8][c:9]1[cH:10][cH:11][c:12]([CH3:38])[c:13]2[n:14]([CH2:22][c:23]3[cH:24][cH:25][c:26](-[c:29]4[c:30]([C:35](=[O:36])[OH:37])[cH:31][cH:32][cH:33][cH:34]4)[cH:27][cH:28]3)[c:15]([CH2:18][CH2:19][CH2:20][CH3:21])[n:16][c:17]12. Reactants: FC(C1=NC2=C(N1C1=NC(=NC(=N1)N1CCOCC1)NC1CN(C1)S(=O)(=O)C)C=CC=C2OC)F (4-[2-(difluoromethyl)-4-methoxy-1H-benzimidazol-1-yl]-N-[1-(methylsulfonyl)-3-azetidinyl]-6-(4-morpholinyl)-1,3,5-triazin-2-amine), [H-].[Na+] (NaH), O (Water), IC (iodomethane). Solvent: CN(C)C=O (DMF). Conditions: temperature 20 celsius, time 2 hour. The product is FC(C1=NC2=C(N1C1=NC(=NC(=N1)N1CCOCC1)N(C1CN(C1)S(=O)(=O)C)C)C=CC=C2OC)F (4-[2-(difluoromethyl)-4-methoxy-1H-benzimidazol-1-yl]-N-methyl-N-[1-(methylsulfonyl)-3-azetidinyl]-6-(4-morpholinyl)-1,3,5-triazin-2-amine). Yield: 89.0%. RXN SMILES: [F:1][CH:2]([F:35])[C:3]1[N:7]([C:8]2[N:13]=[C:12]([N:14]3[CH2:19][CH2:18][O:17][CH2:16][CH2:15]3)[N:11]=[C:10]([NH:20][CH:21]3[CH2:24][N:23]([S:25]([CH3:28])(=[O:27])=[O:26])[CH2:22]3)[N:9]=2)[C:6]2[CH:29]=[CH:30][CH:31]=[C:32]([O:33][CH3:34])[C:5]=2[N:4]=1.[H-].[Na+].I[CH3:39].O>CN(C=O)C>[F:35][CH:2]([F:1])[C:3]1[N:7]([C:8]2[N:13]=[C:12]([N:14]3[CH2:15][CH2:16][O:17][CH2:18][CH2:19]3)[N:11]=[C:10]([N:20]([CH3:39])[CH:21]3[CH2:22][N:23]([S:25]([CH3:28])(=[O:27])=[O:26])[CH2:24]3)[N:9]=2)[C:6]2[CH:29]=[CH:30][CH:31]=[C:32]([O:33][CH3:34])[C:5]=2[N:4]=1 |f:1.2|. Procedure details: To a solution of 4-[2-(difluoromethyl)-4-methoxy-1H-benzimidazol-1-yl]-N-[1-(methylsulfonyl)-3-azetidinyl]-6-(4-morpholinyl)-1,3,5-triazin-2-amine (Example 28) (170 mg, 0.33 mmol) in DMF (4 mL) at 0° C. was added NaH (24 mg, 1.0 mmol). The mixture was stirred for 30 min at this temperature and iodomethane (0.3 mL, excess) was added. The resulting mixture was allowed to warm to 20° C. and stirred for 2 hrs. Water was added and the resulting precipitate was filtered, washed with water, and dried. ... Reactants: O=C1CCC(=O)N1Br, O=C(OOC(=O)c1ccccc1)c1ccccc1, ClC(Cl)(Cl)Cl, CN=C(N)[N+](C)(C)C, Cc1cc(C)c(C(=O)c2ccc(C(F)(F)F)cc2)c(Cl)c1, [N-]=[N+]=[N-]. Product: Cc1cc(Cl)c(C(=O)c2ccc(C(F)(F)F)cc2)c(CN=[N+]=[N-])c1. As a reaction SMILES: [Br:22][N:23]1[C:24](=[O:25])[CH2:26][CH2:27][C:28]1=[O:29].[C:30]([O:31][O:32][C:33](=[O:34])[c:35]1[cH:36][cH:37][cH:38][cH:39][cH:40]1)(=[O:41])[c:42]1[cH:43][cH:44][cH:45][cH:46][cH:47]1.[C:59]([Cl:60])([Cl:61])([Cl:62])[Cl:63].[CH3:51][N:52]=[C:53]([NH2:54])[N+:55]([CH3:56])([CH3:57])[CH3:58].[F:1][C:2]([c:3]1[cH:4][cH:5][c:6]([C:7](=[O:8])[c:9]2[c:10]([Cl:17])[cH:11][c:12]([CH3:16])[cH:13][c:14]2[CH3:15])[cH:18][cH:19]1)([F:20])[F:21].[N-:48]=[N+:49]=[N-:50]>>[F:1][C:2]([c:3]1[cH:4][cH:5][c:6]([C:7](=[O:8])[c:9]2[c:10]([Cl:17])[cH:11][c:12]([CH3:16])[cH:13][c:14]2[CH2:15][N:48]=[N+:49]=[N-:50])[cH:18][cH:19]1)([F:20])[F:21]. The reactants are C(#C)C=1C=C(C(=O)Cl)C=CC1 (m-ethynylbenzoyl chloride), resultant mixture, resultant mixture, C1(=CC=CC=C1)S.[Na] (sodium benzenethiol). The solvent is C1CCOC1 (THF). The product is C(#C)C=1C=C(C(=O)SC2=CC=CC=C2)C=CC1 (S-phenyl 3-ethynyl-thiobenzoate). As a reaction SMILES: [C:1]([C:3]1[CH:4]=[C:5]([CH:9]=[CH:10][CH:11]=1)[C:6](Cl)=[O:7])#[CH:2].[C:12]1([SH:18])[CH:17]=[CH:16][CH:15]=[CH:14][CH:13]=1.[Na]>C1COCC1>[C:1]([C:3]1[CH:4]=[C:5]([CH:9]=[CH:10][CH:11]=1)[C:6]([S:18][C:12]1[CH:17]=[CH:16][CH:15]=[CH:14][CH:13]=1)=[O:7])#[CH:2] |f:1.2,^1:18|. Procedure details: Air in a 20 ml Schlenk tube was replaced by Ar gas and 1.02 g (7 mmol) of m-ethynylbenzoic acid and 5 g (42 mmol) of thionyl chloride were added to the tube and the mixture was stirred at 50° C. for 2 hours and then excess thionyl chloride was removed by distillation under reduced pressure to obtain m-ethynylbenzoyl chloride. To the m-ethynylbenzoyl chloride obtained was added 7 ml of THF and the resultant mixture was ice-cooled. Then, 971 mg (7.35 mmol) of sodium benzenethiol was added to the m... Starting materials: n1c(nc(c(c1Cl)F)N[C@@]1(CN(CC1)C(=O)OCC(F)F)CO)N1CCOCC1. The reagents and catalysts are c1ccc(cc1)-c2c3ccccc3cc4ccccc24 (9-Phenylanthracene). The solvent is CCCCCCC (Heptane). Conditions: temperature 80 celsius, time 18 hour. Yields the product OC[C@@]1(CCN(C1)C(=O)OCC(F)F)Nc2nc(nc(Cl)c2F)N3CCOCC3. As a reaction SMILES: [OH:1][CH2:2][C@@:3]1([NH:15][c:16]2[c:22]([F:23])[c:20]([Cl:21])[n:19][c:18]([N:24]3[CH2:29][CH2:28][O:27][CH2:26][CH2:25]3)[n:17]2)[CH2:7][N:6]([C:8]([O:10][CH2:11][CH:12]([F:14])[F:13])=[O:9])[CH2:5][CH2:4]1>>[OH:1][CH2:2][C@@:3]1([NH:15][c:16]2[c:22]([F:23])[c:20]([Cl:21])[n:19][c:18]([N:24]3[CH2:29][CH2:28][O:27][CH2:26][CH2:25]3)[n:17]2)[CH2:7][N:6]([C:8]([O:10][CH2:11][CH:12]([F:14])[F:13])=[O:9])[CH2:5][CH2:4]1. Starting materials: O1C(=CC=C1)C(=O)CC#N (2-furoylacetonitrile), CS(=O)C (DMSO), [N+](=O)(O)[O-].NC(=N)N (guanidine nitrate), [H-].[Na+] (sodium hydride), CI (methyl iodide). The solvent is C(=S)=S (carbon disulphide), C(C)N(CC)CC (triethylamine), CN(C)C=O (DMF). The product is NC1=NC(=C(C(=N1)C=1OC=CC1)C#N)SC (2-Amino-4-(2-furyl)-6-(methylthio)-pyrimidine-5-carbonitrile). As a reaction SMILES: [O:1]1[CH:5]=[CH:4][CH:3]=[C:2]1[C:6]([CH2:8][C:9]#[N:10])=O.[H-].[Na+].CI.[N+]([O-])(O)=O.[NH2:19][C:20]([NH2:22])=[NH:21].[CH3:23][S:24]([CH3:26])=O>CN(C=O)C.C(N(CC)CC)C.C(=S)=S>[NH2:21][C:20]1[N:22]=[C:6]([C:2]2[O:1][CH:5]=[CH:4][CH:3]=2)[C:8]([C:9]#[N:10])=[C:23]([S:24][CH3:26])[N:19]=1 |f:1.2,4.5|. Procedure: From 2-furoylacetonitrile with sodium hydride, carbon disulphide and methyl iodide in DMSO. Then treatment with guanidine nitrate and triethylamine in DMF. EI-MS m/e (%):232 (M+, 40), 231 ([M—H]+, 100).